Dataset: the Open Reaction Database (ORD), a public repository of structured organic reaction records. Task: describe an organic reaction: reactants, conditions, products, and yield Starting materials: [H-].[Na+] (sodium hydride), CC(C)(C)C1=CC(=CC=2CC(OC21)=O)OC (7-(1,1-dimethylethyl)-5-methoxy-2(3H)-benzofuranone), CN(C=O)C (DMF), CN(C=O)C (N,N-dimethylformamide), IC (iodomethane), CN(C=O)C (DMF). The solvent is O (water). Run at time 30 minute. The product is CC1(C(OC2=C1C=C(C=C2C(C)(C)C)OC)=O)C (3,3-dimethyl-7-(1,1-dimethylethyl)-5-methoxy-2(3H)-benzofuranone). Reaction SMILES: [H-].[Na+].[CH3:3][C:4]([C:7]1[C:15]2[O:14][C:13](=O)[CH2:12][C:11]=2[CH:10]=[C:9]([O:17][CH3:18])[CH:8]=1)([CH3:6])[CH3:5].I[CH3:20].CN(C)[CH:23]=[O:24]>O>[CH3:13][C:12]1([CH3:20])[C:11]2[CH:10]=[C:9]([O:17][CH3:18])[CH:8]=[C:7]([C:4]([CH3:6])([CH3:5])[CH3:3])[C:15]=2[O:14][C:23]1=[O:24] |f:0.1|. Reported procedure: In 400 ml of N,N-dimethylformamide (DMF) was suspended 60.7 g of 60% sodium hydride followed by dropwise addition of a solution of 7-(1,1-dimethylethyl)-5-methoxy-2(3H)-benzofuranone (160 g) in DMF (1000 ml) at a temperature not exceeding 50° C. and the mixture was stirred for 30 minutes. Then, a solution of iodomethane (230 g) in DMF (100 ml) was added and the mixture was stirred at ambient temperature for 3 hours. The reaction mixture was poured in water and extracted with ethyl acetate. The o...